Dataset: the Open Reaction Database (ORD), a public repository of structured organic reaction records. Task: describe an organic reaction: reactants, conditions, products, and yield Reactants: S(O)(O)(=O)=O (Sulfuric acid), ClC=1C(=NN(C1)C1=C(N)C(=CC=C1)C)C (2-(4-chloro-3-methyl-1H-pyrazol-1-yl)-6-methylaniline), Cl (hydrogen chloride), N(=O)[O-].[Na+] (sodium nitrite), [I-].[K+] (potassium iodide). Run in O (water), CCOC(=O)C (EtOAc), O (water). Reaction conditions: temperature 0 celsius, time 1 hour. The product is ClC=1C(=NN(C1)C1=C(C(=CC=C1)C)I)C (4-chloro-1-(2-iodo-3-methylphenyl)-3-methyl-1H-pyrazole). RXN SMILES: S(=O)(=O)(O)O.[Cl:6][C:7]1[C:8]([CH3:20])=[N:9][N:10]([C:12]2[CH:18]=[CH:17][CH:16]=[C:15]([CH3:19])[C:13]=2N)[CH:11]=1.Cl.N([O-])=O.[Na+].[I-:26].[K+]>O.CCOC(C)=O>[Cl:6][C:7]1[C:8]([CH3:20])=[N:9][N:10]([C:12]2[CH:18]=[CH:17][CH:16]=[C:15]([CH3:19])[C:13]=2[I:26])[CH:11]=1 |f:3.4,5.6|. Procedure: Sulfuric acid (7.77 mL, 146 mmol) was added to a solution of 2-(4-chloro-3-methyl-1H-pyrazol-1-yl)-6-methylaniline (1.9 g, 8.57 mmol) in concentrated hydrogen chloride (2.056 mL, 25.7 mmol) at 0° C. The solution was stirred and after cooling back to 0° C., sodium nitrite (0.591 g, 8.57 mmol) in water (3.5 mL) was added dropwise. The reaction was stirred 40 min at 0° C. before potassium iodide (2.85 g, 17.14 mmol) in water (3.5 mL) was added dropwise and then the solution was stirred at RT. After...